Dataset: the Open Reaction Database (ORD), a public repository of structured organic reaction records. Task: describe an organic reaction: reactants, conditions, products, and yield The reactants are IC1=CC(=CC=C1)C(F)(F)F (1-iodo-3-trifluoromethyl-benzene), COC(C1=CC(=CC=C1)CN(C(C#CC1=CC=CC=C1)=O)C1=CC=CC=C1)=O (3-{[phenyl-(3-phenyl propynoyl)-amino]-methyl}-benzoic acid methyl ester). The product is COC(C1=CC(=CC=C1)CN1C(/C(/C2=CC=CC=C12)=C(/C1=CC(=CC=C1)C(F)(F)F)\C1=CC=CC=C1)=O)=O (3-{2-Oxo-3-[1-phenyl-1-(3-trifluoromethyl-phenyl)-meth-(E)-ylidene]-2,3-dihydro-indol-1-ylmethyl}-benzoic acid methyl ester). As a reaction SMILES: I[C:2]1[CH:7]=[CH:6][CH:5]=[C:4]([C:8]([F:11])([F:10])[F:9])[CH:3]=1.[CH3:12][O:13][C:14](=[O:39])[C:15]1[CH:20]=[CH:19][CH:18]=[C:17]([CH2:21][N:22]([C:33]2[CH:38]=[CH:37][CH:36]=[CH:35][CH:34]=2)[C:23](=[O:32])[C:24]#[C:25][C:26]2[CH:31]=[CH:30][CH:29]=[CH:28][CH:27]=2)[CH:16]=1>>[CH3:12][O:13][C:14](=[O:39])[C:15]1[CH:20]=[CH:19][CH:18]=[C:17]([CH2:21][N:22]2[C:33]3[C:38](=[CH:37][CH:36]=[CH:35][CH:34]=3)/[C:24](=[C:25](/[C:26]3[CH:27]=[CH:28][CH:29]=[CH:30][CH:31]=3)\[C:2]3[CH:7]=[CH:6][CH:5]=[C:4]([C:8]([F:11])([F:10])[F:9])[CH:3]=3)/[C:23]2=[O:32])[CH:16]=1. Reported procedure: The title compound was prepared in analogy to Example 5 starting from 1-iodo-3-trifluoromethyl-benzene (commercially available) and 3-{[phenyl-(3-phenyl propynoyl)-amino]-methyl}-benzoic acid methyl ester. 1H NMR (CDCl3, 300 MHz) δppm 8.01 (s, 1H), 7.95 (d, 1H), 7.72 (d, 1H), 7.50-7.63 (m, 3H), 7.36-7.42 (m, 4H), 7.08 (t, 1H), 6.64-6.68 (m, 2H), 6.42 (d, 1H), 4.96 (s, 2H), 3.91 (s, 3H). Starting materials: NNC(=S)N (Thiosemicarbazide), C1=CSC(=C1)C(=O)CCCCl (4-chloro-2'-butyrothienone). Run in CO (methanol), Cl (HCl), O (water), Cl (HCl). Reaction conditions: time 2 hour. Yields the product ClCCCC(C=1SC=CC1)=NNC(N)=S (2-[4-Chloro-1-(thiophen-2-yl)-butylidene]-hydrazinecarbothioamide). Yield: 56.8%. RXN SMILES: [NH2:1][NH:2][C:3]([NH2:5])=[S:4].[CH:6]1[CH:10]=[C:9]([C:11]([CH2:13][CH2:14][CH2:15][Cl:16])=O)[S:8][CH:7]=1>CO.Cl.O>[Cl:16][CH2:15][CH2:14][CH2:13][C:11](=[N:1][NH:2][C:3](=[S:4])[NH2:5])[C:9]1[S:8][CH:7]=[CH:6][CH:10]=1. Procedure details: Thiosemicarbazide (9.11 g, 0.1 mol) was added under nitrogen to a solution 4-chloro-2'-butyrothienone (16.2 mL, 0.1 mol) in 350 mL of methanol plus 27 mL 1N HCl plus 25 mL of water. After stirring at room temperature for approximately 2 hours, all of the solid had dissolved. The reaction was then stirred at room temperature for 24 hours (overnight). By TLC starting material remained. An additional 27 mL of 1N HCl was added and the reaction stirred at room temperature for 6 hours. The solid forme... Reactants: F[B-](F)(F)F, CCO, ClCCl, Cc1cc(C(=O)O)ccc1C(=O)N1CCCC1, CCN(C(C)C)C(C)C, CC(N)c1nc2ccc(Cl)cc2[nH]1, Cl, C1CCOC1, CN(C)C(On1nnc2ccccc21)=[N+](C)C. Yields the product Cc1cc(C(=O)NC(C)c2nc3cc(Cl)ccc3[nH]2)ccc1C(=O)N1CCCC1. Reaction SMILES: [B-:18]([F:19])([F:20])([F:21])[F:22].[CH2:68]([OH:69])[CH3:70].[CH2:71]([Cl:72])[Cl:73].[CH3:1][c:2]1[cH:3][c:4]([C:5](=[O:6])[OH:7])[cH:8][cH:9][c:10]1[C:11](=[O:12])[N:13]1[CH2:14][CH2:15][CH2:16][CH2:17]1.[CH:40]([N:41]([CH:42]([CH3:43])[CH3:44])[CH2:45][CH3:46])([CH3:47])[CH3:48].[Cl:49][c:50]1[cH:51][c:52]2[c:53]([n:54][c:55]([CH:57]([CH3:58])[NH2:59])[nH:56]2)[cH:60][cH:61]1.[Cl:62].[O:63]1[CH2:64][CH2:65][CH2:66][CH2:67]1.[n:23]1([O:24][C:25]([N:26]([CH3:27])[CH3:28])=[N+:29]([CH3:30])[CH3:31])[c:32]2[cH:33][cH:34][cH:35][cH:36][c:37]2[n:38][n:39]1>>[CH3:1][c:2]1[cH:3][c:4]([C:5](=[O:7])[NH:59][CH:57]([c:55]2[nH:54][c:53]3[c:52]([cH:51][c:50]([Cl:49])[cH:61][cH:60]3)[n:56]2)[CH3:58])[cH:8][cH:9][c:10]1[C:11](=[O:12])[N:13]1[CH2:14][CH2:15][CH2:16][CH2:17]1.